From a dataset of the Open Reaction Database (ORD), a public repository of structured organic reaction records. describe an organic reaction: reactants, conditions, products, and yield Starting materials: solution, C(CCC)[Li] (n-butyllithium), CN(CCNC)C (N,N,N'-trimethylethylenediamine), solution, C(CCC)[Li] (n-butyllithium), [Si](C)(C)(C(C)(C)C)OC1=CC=C(C=O)C=C1 (4-tert-butyldimethylsilyloxybenzaldehyde). Run in C1CCOC1 (THF), C1CCOC1 (THF), C1CCOC1 (THF), C1CCOC1 (THF). Run at temperature -20 celsius, time 17.5 minute. Product: [Si](C)(C)(C(C)(C)C)OC1=CC(=C(C=O)C=C1)CCC (4-tert-butyldimethylsilyloxy-2-propylbenzaldehyde). Yield: 13.0%. RXN SMILES: CN(C)CCNC.[CH2:8]([Li])[CH2:9][CH2:10]C.[Si:13]([O:20][C:21]1[CH:28]=[CH:27][C:24]([CH:25]=[O:26])=[CH:23][CH:22]=1)([C:16]([CH3:19])([CH3:18])[CH3:17])([CH3:15])[CH3:14]>C1COCC1>[Si:13]([O:20][C:21]1[CH:28]=[CH:27][C:24]([CH:25]=[O:26])=[C:23]([CH2:8][CH2:9][CH3:10])[CH:22]=1)([C:16]([CH3:19])([CH3:18])[CH3:17])([CH3:15])[CH3:14]. Procedure details: To a solution of 1.226 g (0.012 mol) of N,N,N'-trimethylethylenediamine in 25 mL of anhydrous THF was added 4.40 mL of a 2.5M solution of n-butyllithium in THF at -20° C. under a nitrogen atmosphere. After 15-20 minutes, 2.501 g (0.010 mol) of the product of Step C dissolved in 5.0 mL of THF was added and the reaction mixture was stirred at -20° C. for an additional 15-20 minutes. Next, 12.0 mL of a 2.5M solution of n-butyllithium in THF was added to the reaction, the cooling bath was removed an... Starting materials: C1CCOC1, COB1OC(C)(C)C(C)(C)O1, CC(C)[Mg+], [Cl-], [Cl-], Cc1nn(CC(C)(C)O)cc1I, [NH4+]. Product: Cc1nn(CC(C)(C)O)cc1B1OC(C)(C)C(C)(C)O1. RXN SMILES: [CH2:13]1[O:14][CH2:15][CH2:16][CH2:17]1.[CH3:23][O:24][B:25]1[O:26][C:27]([CH3:32])([CH3:33])[C:28]([CH3:30])([CH3:31])[O:29]1.[CH:19]([Mg+:20])([CH3:21])[CH3:22].[Cl-:18].[Cl-:34].[I:1][c:2]1[c:3]([CH3:12])[n:4][n:5]([CH2:7][C:8]([CH3:9])([OH:10])[CH3:11])[cH:6]1.[NH4+:35]>>[c:2]1([B:25]2[O:26][C:27]([CH3:32])([CH3:33])[C:28]([CH3:30])([CH3:31])[O:29]2)[c:3]([CH3:12])[n:4][n:5]([CH2:7][C:8]([CH3:9])([OH:10])[CH3:11])[cH:6]1. The reactants are ClC=1C=CC(=NC1)N1N=CC(=C(C1=O)Cl)Cl (2-(5-chloropyridine-2-yl)-4,5-dichloropyridazinone), ClC1=CC=C(CO)C=C1 (p-chlorobenzyl alcohol), [OH-].[K+] (potassium hydroxide). The solvent is CN(C=O)C (N,N-dimethylformamide). Yields the product ClC=1C=CC(=NC1)N1N=CC(=C(C1=O)Cl)OCC1=CC=C(C=C1)Cl (2-(5-chloropyridine-2-yl)-4-chloro-5-(4-chlorobenzyloxy)-3(2H)-pyridazinone). Yield: 25.5%. RXN SMILES: [Cl:1][C:2]1[CH:3]=[CH:4][C:5]([N:8]2[C:13](=[O:14])[C:12]([Cl:15])=[C:11](Cl)[CH:10]=[N:9]2)=[N:6][CH:7]=1.[Cl:17][C:18]1[CH:25]=[CH:24][C:21]([CH2:22][OH:23])=[CH:20][CH:19]=1.[OH-].[K+]>CN(C)C=O>[Cl:1][C:2]1[CH:3]=[CH:4][C:5]([N:8]2[C:13](=[O:14])[C:12]([Cl:15])=[C:11]([O:23][CH2:22][C:21]3[CH:24]=[CH:25][C:18]([Cl:17])=[CH:19][CH:20]=3)[CH:10]=[N:9]2)=[N:6][CH:7]=1 |f:2.3|. Procedure: In 30 ml of N,N-dimethylformamide were dissolved 1.5 g (5.1 m mol) of 2-(5-chloropyridine-2-yl)-4,5-dichloropyridazinone and 0.73 g (5.1 m mol) of p-chlorobenzyl alcohol, and thereto was added 0.34 g of powdery potassium hydroxide. Then, the procedures in Synthesis Example 2 were repeated to give 500 mg of the intended compound.